describe an organic reaction: reactants, conditions, products, and yield From a dataset of the Open Reaction Database (ORD), a public repository of structured organic reaction records. Reactants: Grignard reagent, FC=1C=C(C=CC1F)Br (3,4-difluorobromobenzene), C(CCCC)[C@@H]1CC[C@H](CC1)C=1C(CCCC1)=O (trans-4-pentylcyclohexylcyclohexenone), C(C)OCC (diethyl ether), [Mg] (magnesium), Grignard reagent, Cl (hydrochloric acid). Product: C(CCCC)[C@@H]1CC[C@H](CC1)C1=CCC(CC1)(O)C1=CC(=C(C=C1)F)F (1-(trans-4-pentylcyclohexyl)-4-(3,4-difluorophenyl)-4-hydroxy-cyclohexene). RXN SMILES: [F:1][C:2]1[CH:3]=[C:4](Br)[CH:5]=[CH:6][C:7]=1[F:8].[Mg].[CH2:11]([C@H:16]1[CH2:21][CH2:20][C@H:19]([C:22]2[C:23](=O)[CH2:24][CH2:25][CH2:26][CH:27]=2)[CH2:18][CH2:17]1)[CH2:12][CH2:13][CH2:14][CH3:15].Cl.C([O:32]CC)C>>[CH2:11]([C@H:16]1[CH2:21][CH2:20][C@H:19]([C:22]2[CH2:23][CH2:24][C:25]([C:4]3[CH:5]=[CH:6][C:7]([F:8])=[C:2]([F:1])[CH:3]=3)([OH:32])[CH2:26][CH:27]=2)[CH2:18][CH2:17]1)[CH2:12][CH2:13][CH2:14][CH3:15]. Procedure: A solution of 6.0 g of 3,4-difluorobromobenzene in 25 ml. of anhydrous diethyl ether was added dropwise under stirring at 10°-15° C. to 0.66 g of magnesium metal powder, followed by reaction at room temperature for 1 hour so that a Grignard reagent was formed. After 5 g of trans-4-pentylcyclohexylcyclohexenone were added under stirring at -10° to 0° C. to the thus-formed Grignard reagent, they were reacted at room temperature for additional 1 hour. After the completion of the reaction, diluted h... Starting materials: FC1=CC=C(C=C1)C1=CC(=NO1)C(=O)OCC (Ethyl 5-(4-fluorophenyl)-isoxazole-3-carboxylate), [H-].[Al+3].[Li+].[H-].[H-].[H-] (lithium aluminum hydride), CO (methanol). Run in C(C)O (ethanol), C1CCOC1 (THF). The product is FC1=CC=C(C=C1)C1=CC(=NO1)C=O (5-(4-Fluorophenyl)isoxazole-3-carbaldehyde). RXN SMILES: [F:1][C:2]1[CH:7]=[CH:6][C:5]([C:8]2[O:12][N:11]=[C:10]([C:13](OCC)=[O:14])[CH:9]=2)=[CH:4][CH:3]=1.[H-].[Al+3].[Li+].[H-].[H-].[H-].CO>C(O)C.C1COCC1>[F:1][C:2]1[CH:3]=[CH:4][C:5]([C:8]2[O:12][N:11]=[C:10]([CH:13]=[O:14])[CH:9]=2)=[CH:6][CH:7]=1 |f:1.2.3.4.5.6|. Procedure: In a further embodiment, an isoxazole cyclization reaction is provided in Scheme 15A. In this embodiment, 1-(4-fluorophenyl)ethanone is reacted with diethyl oxalate to provide ethyl 4-(4-fluorophenyl)-2,4-dioxobutanoate. In one embodiment, this reaction is performed in the presence of a base such as potassium tert-butoxide. In another embodiment, this reaction is performed at about room temperature for about 24 hours. The isoxazole ring is then generated by reaction of ethyl 4-(4-fluorophenyl)-2... Reactants: BrC=1C=C(OCC2=C(C(=O)[O-])C=CC=C2)C=CC1 (2-(3-bromophenoxymethyl)benzoate), ice water. Reagents/catalysts: FC(C(=O)OC(C(F)(F)F)=O)(F)F (trifluoroacetic anhydride). Product: BrC=1C=CC2=C(OCC3=C(C2=O)C=CC=C3)C1 (3-Bromo-6,11-dihydrodibenz[b,e]oxepin-11-one). Yield: 44.0%. RXN SMILES: [Br:1][C:2]1[CH:3]=[C:4]([CH:16]=[CH:17][CH:18]=1)[O:5][CH2:6][C:7]1[CH:15]=[CH:14][CH:13]=[CH:12][C:8]=1[C:9]([O-:11])=O>FC(F)(F)C(OC(=O)C(F)(F)F)=O>[Br:1][C:2]1[CH:18]=[CH:17][C:16]2[C:9](=[O:11])[C:8]3[CH:12]=[CH:13][CH:14]=[CH:15][C:7]=3[CH2:6][O:5][C:4]=2[CH:3]=1. Procedure details: A suspension of 2-(3-bromophenoxymethyl)benzoate (35 g, 0.11 mole) in 100 mL of trifluoroacetic anhydride containing 20 drops of boron trifluoride-ether complex was refluxed for 4 hours. The mixture was poured into ice-water and then extracted with diethyl ether. Concentration of ether solution under reduced pressure and chromatography of the residue on a silica gel column (Waters Associates, Prep 500) with hexane/methylene chloride (70:30) gave the pure product (14 g). m.p. 110°-112° C. pmr (CD... Starting materials: CC1C(N=C(Nc2ccc3c(=O)n(CCc4ccc(F)cc4)cnc3c2)N2CC(N(C(=O)[O-])C(C)(C)C)C2)CC2CC1C2(C)C, Cl, CC(C)(C)OC(=O)NC1CNC1, C1COCCO1. The product is CC1C(N=C(Nc2ccc3c(=O)n(CCc4ccc(F)cc4)cnc3c2)N2CC(N)C2)CC2CC1C2(C)C. As a reaction SMILES: [CH3:1][C:2]([N:5]([C:3](=[O:4])[O-:6])[CH:9]1[CH2:10][N:11]([C:13](=[N:14][CH:15]2[CH:16]([CH3:24])[CH:17]3[C:18]([CH3:22])([CH3:23])[CH:19]([CH2:20]2)[CH2:21]3)[NH:25][c:26]2[cH:27][cH:28][c:29]3[c:30](=[O:45])[n:31]([CH2:36][CH2:37][c:38]4[cH:39][cH:40][c:41]([F:44])[cH:42][cH:43]4)[cH:32][n:33][c:34]3[cH:35]2)[CH2:12]1)([CH3:7])[CH3:8].[ClH:58].[NH:46]1[CH2:47][CH:48]([NH:49][C:50](=[O:51])[O:52][C:53]([CH3:54])([CH3:55])[CH3:56])[CH2:57]1.[O:59]1[CH2:60][CH2:61][O:62][CH2:63][CH2:64]1>>[NH2:5][CH:9]1[CH2:10][N:11]([C:13](=[N:14][CH:15]2[CH:16]([CH3:24])[CH:17]3[C:18]([CH3:22])([CH3:23])[CH:19]([CH2:20]2)[CH2:21]3)[NH:25][c:26]2[cH:27][cH:28][c:29]3[c:30](=[O:45])[n:31]([CH2:36][CH2:37][c:38]4[cH:39][cH:40][c:41]([F:44])[cH:42][cH:43]4)[cH:32][n:33][c:34]3[cH:35]2)[CH2:12]1. Starting materials: OCCCCCNS(=O)(=O)C1=CC=C(C=C1)Br (4-bromophenyl-sulfonic acid-(5-hydroxypentyl)-amide), CC1=CC=C(C=C1)B(O)O (4-methylphenyl boronic acid). The product is OCCCCCNS(=O)(=O)C1=CC=C(C=C1)C1=CC=C(C=C1)C (4′-Methylbiphenyl-4-sulfonic acid-(5-hydroxypentyl)-amide). As a reaction SMILES: [OH:1][CH2:2][CH2:3][CH2:4][CH2:5][CH2:6][NH:7][S:8]([C:11]1[CH:16]=[CH:15][C:14](Br)=[CH:13][CH:12]=1)(=[O:10])=[O:9].[CH3:18][C:19]1[CH:24]=[CH:23][C:22](B(O)O)=[CH:21][CH:20]=1>>[OH:1][CH2:2][CH2:3][CH2:4][CH2:5][CH2:6][NH:7][S:8]([C:11]1[CH:16]=[CH:15][C:14]([C:22]2[CH:23]=[CH:24][C:19]([CH3:18])=[CH:20][CH:21]=2)=[CH:13][CH:12]=1)(=[O:10])=[O:9]. Reported procedure: Using a method analogous to that described in Example 40, 4-bromophenyl-sulfonic acid-(5-hydroxypentyl)-amide and 4-methylphenyl boronic acid were reacted to give the title compound as a white solid. δC (DMSO, 62.9 MHz): 20.8, 22.6, 28.9, 32.0, 42.6, 60.5, 126.9, 127.0, 127.3, 129.7, 135.7, 138.0, 139.0 and 143.7. Reactants: NC1=C(C=CC=C1C(C1=CC=CC=C1)=O)C(C(=O)N(C)C)SC (2-amino-3-benzoyl-α-(methylthio)-N,N-dimethylphenylacetamide). The reagents and catalysts are [Ni] (Raney nickel). Solvent: O1CCCC1 (tetrahydrofuran). Yields the product NC1=C(C=CC=C1C(C1=CC=CC=C1)=O)CC(=O)N(C)C (2-Amino-3-benzoyl-N,N-dimethylphenylacetamide). Isolated yield 96.3%. RXN SMILES: [NH2:1][C:2]1[C:7]([C:8](=[O:15])[C:9]2[CH:14]=[CH:13][CH:12]=[CH:11][CH:10]=2)=[CH:6][CH:5]=[CH:4][C:3]=1[CH:16](SC)[C:17]([N:19]([CH3:21])[CH3:20])=[O:18]>O1CCCC1.[Ni]>[NH2:1][C:2]1[C:7]([C:8](=[O:15])[C:9]2[CH:14]=[CH:13][CH:12]=[CH:11][CH:10]=2)=[CH:6][CH:5]=[CH:4][C:3]=1[CH2:16][C:17]([N:19]([CH3:20])[CH3:21])=[O:18]. Procedure details: A solution of 33.0 g (0.1 mol) of 2-amino-3-benzoyl-α-(methylthio)-N,N-dimethylphenylacetamide in 500 ml of tetrahydrofuran was treated with 240 g of wet Raney nickel (washed 3 times with water and 3 times with trtrahydrofuran) for 10 minutes. The mixture was filtered and the filtrate was concentrated. The residue was crystallized from isopropyl alcohol to give 27.2 g (96%) of yellow needles, m.p. 123°-124° C. Reactants: C(C)(=O)O (Acetic acid), CC1S[C@H]2N(C(=C1)C(=O)OCC(Cl)(Cl)Cl)C(C2NC(CSC=2SC=NN2)=O)=O (2,2,2-trichloroethyl 2-methyl-7-[2-(1,3,4-thiadiazol-2-ylthio)-acetamido]-3-cephem-4-carboxylate), C(C)(=O)OCC (ethyl acetate). The reagents and catalysts are [Zn] (zinc). Solvent: CN(C=O)C (dimethylformamide). Product: CC1S[C@H]2N(C(=C1)C(=O)O)C(C2NC(CSC=2SC=NN2)=O)=O (2-methyl-7-[2-(1,3,4-thiadiazol-2-ylthio)-acetamido]-3-cephem-4-carboxylic acid). Yield: 43.6%. Reaction SMILES: C(O)(=O)C.[CH3:5][CH:6]1[CH:11]=[C:10]([C:12]([O:14]CC(Cl)(Cl)Cl)=[O:13])[N:9]2[C:20](=[O:32])[CH:21]([NH:22][C:23](=[O:31])[CH2:24][S:25][C:26]3[S:27][CH:28]=[N:29][N:30]=3)[C@H:8]2[S:7]1.C(OCC)(=O)C>CN(C)C=O.[Zn]>[CH3:5][CH:6]1[CH:11]=[C:10]([C:12]([OH:14])=[O:13])[N:9]2[C:20](=[O:32])[CH:21]([NH:22][C:23](=[O:31])[CH2:24][S:25][C:26]3[S:27][CH:28]=[N:29][N:30]=3)[C@H:8]2[S:7]1. Procedure: Acetic acid (8 ml) and zinc powder (6 g) were added under stirring and ice-cooling to a solution of 2,2,2-trichloroethyl 2-methyl-7-[2-(1,3,4-thiadiazol-2-ylthio)-acetamido]-3-cephem-4-carboxylate (4.65 g) in anhydrous dimethylformamide (30 ml), and the mixture was stirred for 1 hour at the same temperature. After the reaction, ethyl acetate (150 ml) was added to the reaction mixture. The insoluble material was filtered off, and the filtrate was washed with 5% hydrochloride acid saturated with s... Starting materials: O=C([O-])O, ClC(Cl)Cl, O=C(OO)c1cccc(Cl)c1, COc1ccc(C(C)C)cc1-c1ccc(C(F)(F)F)cc1CN(Cc1cc(C(F)(F)F)cc(C(F)(F)F)c1)c1nnn(CCSC)n1, [Na+]. Yields the product COc1ccc(C(C)C)cc1-c1ccc(C(F)(F)F)cc1CN(Cc1cc(C(F)(F)F)cc(C(F)(F)F)c1)c1nnn(CCS(C)=O)n1. RXN SMILES: [C:59](=[O:60])([OH:61])[O-:62].[CH:64]([Cl:65])([Cl:66])[Cl:67].[Cl:48][c:49]1[cH:50][cH:51][cH:52][c:53]([C:54]([O:55][OH:57])=[O:56])[cH:58]1.[F:1][C:2]([c:3]1[cH:4][c:5]([CH2:6][N:7]([c:8]2[n:9][n:10][n:11]([CH2:13][CH2:14][S:15][CH3:16])[n:12]2)[CH2:17][c:18]2[c:19](-[c:28]3[c:29]([O:37][CH3:38])[cH:30][cH:31][c:32]([CH:34]([CH3:35])[CH3:36])[cH:33]3)[cH:20][cH:21][c:22]([C:24]([F:25])([F:26])[F:27])[cH:23]2)[cH:39][c:40]([C:42]([F:43])([F:44])[F:45])[cH:41]1)([F:46])[F:47].[Na+:63]>>[F:1][C:2]([c:3]1[cH:4][c:5]([CH2:6][N:7]([c:8]2[n:9][n:10][n:11]([CH2:13][CH2:14][S:15]([CH3:16])=[O:56])[n:12]2)[CH2:17][c:18]2[c:19](-[c:28]3[c:29]([O:37][CH3:38])[cH:30][cH:31][c:32]([CH:34]([CH3:35])[CH3:36])[cH:33]3)[cH:20][cH:21][c:22]([C:24]([F:25])([F:26])[F:27])[cH:23]2)[cH:39][c:40]([C:42]([F:43])([F:44])[F:45])[cH:41]1)([F:46])[F:47]. Reactants: CC(C)Cc1ccc2c(c1)CC(NC(=O)OCc1ccccc1)C2, CO. Product: CC(C)Cc1ccc2c(c1)CC(N)C2. Reaction SMILES: [CH2:1]([O:2][C:3](=[O:4])[NH:10][CH:11]1[CH2:12][c:13]2[cH:14][cH:15][c:16]([CH2:20][CH:21]([CH3:22])[CH3:23])[cH:17][c:18]2[CH2:19]1)[c:5]1[cH:6][cH:7][cH:8][cH:9][cH:24]1.[CH3:25][OH:26]>>[NH2:10][CH:11]1[CH2:12][c:13]2[cH:14][cH:15][c:16]([CH2:20][CH:21]([CH3:22])[CH3:23])[cH:17][c:18]2[CH2:19]1.